Dataset: the Open Reaction Database (ORD), a public repository of structured organic reaction records. Task: describe an organic reaction: reactants, conditions, products, and yield Procedure: 4-Methyl-4-(2,2,5,5-tetramethyl-1-aza-2,5-disilacyclopent-1-yl)pent-2-yn-1-ol (2.55 g) in dry tetrahydrofuran (30 ml) was cooled to −10° C. under an atmosphere of nitrogen with stirring and potassium bis(trimethylsilylamide (2.09 g) in dry tetrahydrofaran (25 ml) was added over 5 minutes then the mixture was stirred at −(10 to 5)° C. for 0.75 hours. Methyl iodide (1.49 g) in tetrahydrofuran (10 ml) was added over 5 minutes and the mixture was allowed to warm to ambient temperature over 2 hour th... Yields the product COCC#CC(C)(C)N1[Si](CC[Si]1(C)C)(C)C (1-(1-methoxy-4-methylpent-2-yn-4-yl)-2,2,5,5-tetramethyl-1-aza-2,5-disilacyclopentane). As a reaction SMILES: [CH3:1][C:2]([N:8]1[Si:12]([CH3:14])([CH3:13])[CH2:11][CH2:10][Si:9]1([CH3:16])[CH3:15])([CH3:7])[C:3]#[C:4][CH2:5][OH:6].[K].[CH3:18][Si]([NH-])(C)C.CI>O1CCCC1.O>[CH3:18][O:6][CH2:5][C:4]#[C:3][C:2]([N:8]1[Si:9]([CH3:16])([CH3:15])[CH2:10][CH2:11][Si:12]1([CH3:13])[CH3:14])([CH3:1])[CH3:7] |^1:16|. Run at time 0.75 hour. Run in O1CCCC1 (tetrahydrofuran), O1CCCC1 (tetrahydrofuran), O (water). Reactants: CI (Methyl iodide), [K] (potassium), C[Si](C)(C)[NH-] (trimethylsilylamide), CC(C#CCO)(C)N1[Si](CC[Si]1(C)C)(C)C (4-Methyl-4-(2,2,5,5-tetramethyl-1-aza-2,5-disilacyclopent-1-yl)pent-2-yn-1-ol). The reactants are C(C)(C)(C)OC(N[C@@H]([C@@H](C)OCC1=CC=CC=C1)COCC(=O)C1=CC=C(C=C1)Cl)=O ({(1R,2R)-2-benzyloxy-1-[2-(4-chlorophenyl)-2-oxoethoxymethyl]propyl}carbamic acid t-butyl ester). Solvent: Cl.C(C)(=O)OCC (hydrochloric acid ethyl acetate). Run at time 8 hour. Product: C(C1=CC=CC=C1)O[C@H](C)[C@@H]1N[C@@H](COC1)C1=CC=C(C=C1)Cl ((3R,5R)-3-((R)-1-benzyloxyethyl)-5-(4-chlorophenyl)morpholine). Yield: 74.2%. As a reaction SMILES: C(OC(=O)[NH:7][C@H:8]([CH2:19][O:20][CH2:21][C:22]([C:24]1[CH:29]=[CH:28][C:27]([Cl:30])=[CH:26][CH:25]=1)=O)[C@H:9]([O:11][CH2:12][C:13]1[CH:18]=[CH:17][CH:16]=[CH:15][CH:14]=1)[CH3:10])(C)(C)C>Cl.C(OCC)(=O)C>[CH2:12]([O:11][C@@H:9]([C@H:8]1[CH2:19][O:20][CH2:21][C@@H:22]([C:24]2[CH:29]=[CH:28][C:27]([Cl:30])=[CH:26][CH:25]=2)[NH:7]1)[CH3:10])[C:13]1[CH:18]=[CH:17][CH:16]=[CH:15][CH:14]=1 |f:1.2|. Procedure details: A solution of {(1R,2R)-2-benzyloxy-1-[2-(4-chlorophenyl)-2-oxoethoxymethyl]propyl}carbamic acid t-butyl ester (2.61 g) in a 4 N hydrochloric acid/ethyl acetate solution (40 mL) was stirred at room temperature for 1 hour. Solvent was removed by distillation under reduced pressure, and the resultant product was diluted with methanol (30 ml). While cooling with ice, to the stirring solution was added sodium cyanoborohydride (733 mg), and the resultant solution was stirred overnight at room temperat... Reactants: C(C)O (Ethanol), CO (Methanol), C1=CN(C=N1)CC(O)(P(=O)(O)O)P(=O)(O)O (Zoledronic acid), C1=CN(C=N1)CC(O)(P(=O)(O)O)P(=O)(O)O (zoledronic acid), [OH-].[Na+] (sodium hydroxide), C(C)O (Ethanol), CO (Methanol), C1=CN(C=N1)CC(O)(P(=O)(O)O)P(=O)(O)O (zoledronic acid). Run in O (water), CC(C)O (IPA), O (water). The product is C1=CN(C=N1)CC(O)(P(=O)(O)[O-])P(=O)([O-])[O-].[Na+].[Na+].[Na+] (Zoledronate trisodium), IX. RXN SMILES: [OH-].[Na+:2].C(O)C.CO.[CH:8]1[N:12]=[CH:11][N:10]([CH2:13][C:14]([P:20]([OH:23])([OH:22])=[O:21])([P:16]([OH:19])([OH:18])=[O:17])[OH:15])[CH:9]=1>O.CC(O)C>[CH:8]1[N:12]=[CH:11][N:10]([CH2:13][C:14]([P:16]([O-:19])([O-:18])=[O:17])([P:20]([O-:22])([OH:23])=[O:21])[OH:15])[CH:9]=1.[Na+:2].[Na+:2].[Na+:2] |f:0.1,7.8.9.10|. Procedure details: A solution of sodium hydroxide (1.4 g) in a mixture of water (20% v/v)/Ethanol or Methanol or IPA (80% v/v, 10 volumes per grams of ZLD-Ac form XII) (10 ml) was added drop-wise to a suspension of Zoledronic acid form XII (5.0 g) in a mixture of water (20% v/v)/Ethanol or Methanol or IPA (80% v/v, 10 volumes per grams of ZLD-Ac) (53 ml) at reflux temperature. The reaction mixture was heated at reflux temperature for additional 16 hours. Then the reaction mixture was cooled to room temperature. Fu... Starting materials: COC(C(C(=O)OC)CC(=C)Cl)=O (2-(2-Chloro-2-propenyl)-1,3-propanedioic Acid Dimethyl Ester), BrCC(=O)OC(C)(C)C (tert-butyl bromoacetate), [OH-].[Na+] (NaOH). Reagents/catalysts: [Cl-].C(C1=CC=CC=C1)[N+](CC)(CC)CC (benzyltriethylammonium chloride). Conditions: time 2 hour. Product: COC(C(CC(=O)OC(C)(C)C)(C(=O)OC)CC(=C)Cl)=O (2-(2-Chloro-2-propenyl)-2-(methoxycarbonyl)-1,4-butanedioic Acid 4-(1,1-Dimethylethyl) 1-Methyl Ester). Isolated yield 99.9%. As a reaction SMILES: [CH3:1][O:2][C:3](=[O:13])[CH:4]([CH2:9][C:10]([Cl:12])=[CH2:11])[C:5]([O:7][CH3:8])=[O:6].Br[CH2:15][C:16]([O:18][C:19]([CH3:22])([CH3:21])[CH3:20])=[O:17].[OH-].[Na+]>[Cl-].C([N+](CC)(CC)CC)C1C=CC=CC=1>[CH3:8][O:7][C:5](=[O:6])[C:4]([CH2:9][C:10]([Cl:12])=[CH2:11])([C:3]([O:2][CH3:1])=[O:13])[CH2:15][C:16]([O:18][C:19]([CH3:22])([CH3:21])[CH3:20])=[O:17] |f:2.3,4.5|. Reported procedure: A mixture of the title compound of Example 2A (519.6 g, 2.564 mol) and tert-butyl bromoacetate (500 g, 2.564 mol) was added dropwise over 30 min to a stirred mixture of 10N aqueous NaOH (2.56 L, 25.6 mol) and benzyltriethylammonium chloride (2.56 g, 11.2 mmol) at 10°. The reaction mixture was stirred at room temperature for 2 h and then diluted with Hex (750 mL). The organic phase was separated and washed serially with H2O (100 mL) and brine (2×100 mL), dried (MgSO4), and concentrated under redu... Reaction SMILES: Br[C:2]1[CH:7]=[CH:6][CH:5]=[C:4]([O:8][CH3:9])[N:3]=1.N1C=CC=CC=1C(O)=O.C(=O)([O-])[O-].[Cs+].[Cs+].[C:25]([O:33][CH2:34][CH3:35])(=[O:32])[CH2:26][C:27]([O:29][CH2:30][CH3:31])=[O:28].[NH4+].[Cl-]>O1CCOCC1.[Cu]I.C(OCC)(=O)C>[CH3:9][O:8][C:4]1[N:3]=[C:2]([CH:26]([C:27]([O:29][CH2:30][CH3:31])=[O:28])[C:25]([O:33][CH2:34][CH3:35])=[O:32])[CH:7]=[CH:6][CH:5]=1 |f:2.3.4,6.7|. Procedure: A slurry of 2-bromo-6-methoxypyridine (1.8 g, 9.57 mmol), copper(I) iodide (0.16 g, 0.86 mmol), 2-picolinic acid (0.21 g, 1.72 mmol), cesium carbonate (4.7 g, 14.4 mmol) and diethyl malonate (4.4 mL, 28.7 mmol) in dioxane (15 mL) was heated at 95° C. for 4 days. After cooling to room temperature, ethyl acetate and saturated aqueous NH4Cl were added. The organic phase was separated and the aqueous phase extracted with ethyl acetate. The combined organic phases were dried over Na2SO4 and concentra... The solvent is O1CCOCC1 (dioxane), C(C)(=O)OCC (ethyl acetate). The reactants are BrC1=NC(=CC=C1)OC (2-bromo-6-methoxypyridine), N1=C(C=CC=C1)C(=O)O (2-picolinic acid), C([O-])([O-])=O.[Cs+].[Cs+] (cesium carbonate), C(CC(=O)OCC)(=O)OCC (diethyl malonate), [NH4+].[Cl-] (NH4Cl). Reagents/catalysts: [Cu]I (copper(I) iodide). Yields the product COC1=CC=CC(=N1)C(C(=O)OCC)C(=O)OCC (Diethyl 2-(6-methoxypyridin-2-yl)malonate). Reactants: [Br-], N#Cc1cccc(CBr)c1, CCCC[N+](CCCC)(CCCC)CCCC, ClCCl, CI, N#C[Na], O. Yields the product N#CCc1cccc(C#N)c1. RXN SMILES: [Br-:16].[Br:4][CH2:5][c:6]1[cH:7][c:8]([C:12]#[N:13])[cH:9][cH:10][cH:11]1.[CH3:17][CH2:18][CH2:19][CH2:20][N+:21]([CH2:22][CH2:23][CH2:24][CH3:25])([CH2:26][CH2:27][CH2:28][CH3:29])[CH2:30][CH2:31][CH2:32][CH3:33].[Cl:35][CH2:36][Cl:37].[I:14][CH3:15].[Na:1][C:2]#[N:3].[OH2:34]>>[C:2](#[N:3])[CH2:5][c:6]1[cH:7][c:8]([C:12]#[N:13])[cH:9][cH:10][cH:11]1.